This data is from the Open Reaction Database (ORD), a public repository of structured organic reaction records. The task is: describe an organic reaction: reactants, conditions, products, and yield Starting materials: [Al](OC(C)C)(OC(C)C)OC(C)C (Al(O-i-Pr)3), S(O)(O)(=O)=O (sulfuric acid), CC(C)O (IPA), CC(C=O)=CCC1C(C(=CC1)C)(C)C (2-methyl-4-(2,2,3-trimethyl-3-cyclopenten-1-yl)-2-buten-1-al). The solvent is CC(=O)C (acetone). Reaction conditions: temperature 85 celsius, time 7 hour. Product: CC(CO)=CCC1C(C(=CC1)C)(C)C (2-methyl-4-(2,2,3-trimethyl-3-cyclopenten-1-yl)-2-buten-1-ol), aldehyde. The yield is 88.0%. As a reaction SMILES: [Al](OC(C)C)(OC(C)C)OC(C)C.S(=O)(=O)(O)O.CC(O)C.[CH3:23][C:24](=[CH:27][CH2:28][CH:29]1[CH2:33][CH:32]=[C:31]([CH3:34])[C:30]1([CH3:36])[CH3:35])[CH:25]=[O:26]>CC(C)=O>[CH3:23][C:24](=[CH:27][CH2:28][CH:29]1[CH2:33][CH:32]=[C:31]([CH3:34])[C:30]1([CH3:36])[CH3:35])[CH2:25][OH:26]. Procedure: 10.2 g (50 mmol) of Al(O-i-Pr)3, 0.25g (2.5 mmol) of sulfuric acid and 180 g (3.0 mol) of IPA were fed into a 1000 ml four-necked round bottom flask under atmosphere of nitrogen, and stirred at 85° C., and then 192 g (1.0 mol) of 2-methyl-4-(2,2,3-trimethyl-3-cyclopenten-1-yl)-2-buten-1-al was added. The reaction was conducted while fraction containing acetone generated at the solution temperature of 85° to 95° C. was removed by distillation. After 7 hours, the reaction solution was analyzed by ... As a reaction SMILES: [O:1]([CH2:8][C@@H:9]1[CH2:13]C[CH2:11][N:10]1[C:14]([O:16][C:17]([CH3:20])([CH3:19])[CH3:18])=[O:15])[C:2]1[CH:7]=[CH:6][CH:5]=[CH:4][CH:3]=1.CC1C=CC(S(OC[C@@H]2CCN2C(OC(C)(C)C)=O)(=O)=O)=CC=1>>[O:1]([CH2:8][C@@H:9]1[CH2:13][CH2:11][N:10]1[C:14]([O:16][C:17]([CH3:18])([CH3:19])[CH3:20])=[O:15])[C:2]1[CH:3]=[CH:4][CH:5]=[CH:6][CH:7]=1. Yield: 79.0%. Procedure: (S)-tert-Butyl 2-(phenoxymethyl)azetidine-1-carboxylate (16) was prepared according to the same procedure for compound 9, except using compound 15, and purified with hexanes-ether (2:1) to afford 0.81 g (79%) of 16 as a colorless oil. 1H NMR (300 MHz, CDCl3) δ CDCl3 7.30 (m, 2H), 6.94 (m, 3H), 4.53 (m, 1H), 4.26 (m, 1H), 4.12 (m, 1H), 3.93 (m, 2H), 2.33 (m, 2H), 1.43 (s, 9H). Starting materials: O(C1=CC=CC=C1)C[C@H]1N(CCC1)C(=O)OC(C)(C)C ((S)-tert-Butyl 2-(Phenoxymethyl)pyrrolidine-1-carboxylate), CC1=CC=C(C=C1)S(=O)(=O)OC[C@H]1N(CC1)C(=O)OC(C)(C)C (((S)-1-(tert-Butoxycarbonyl)azetidine-2-yl)methyl 4-methylbenzenesulfonate). Product: O(C1=CC=CC=C1)C[C@H]1N(CC1)C(=O)OC(C)(C)C ((S)-tert-Butyl 2-(phenoxymethyl)azetidine-1-carboxylate). Reactants: ClCCl, F, O=C1OC(=O)c2ccccc21, O, O=S(=O)(O)O, c1ccccc1. Product: O=C1c2ccccc2C(=O)c2ccccc21. As a reaction SMILES: [CH2:12]([Cl:13])[Cl:14].[FH:15].[O:1]=[C:2]1[O:3][C:4](=[O:5])[c:6]2[cH:7][cH:8][cH:9][cH:10][c:11]21.[OH2:27].[S:22](=[O:23])(=[O:24])([OH:25])[OH:26].[cH:16]1[cH:17][cH:18][cH:19][cH:20][cH:21]1>>[C:2]1(=[O:3])[c:11]2[c:6]([cH:7][cH:8][cH:9][cH:10]2)[C:4](=[O:5])[c:20]2[cH:19][cH:18][cH:17][cH:16][c:21]21. Product: CCOC(=O)C1=CC=2C(=NC(=C(C2)O)Br)N1C(=O)OC(C)(C)C (6-Bromo-5-hydroxy-pyrrolo [2,3-b]pyridine-1,2-dicarboxylic acid 1-tert-butyl ester 2-ethyl ester). RXN SMILES: [CH3:1][CH2:2][O:3][C:4]([C:6]1[N:24]([C:25]([O:27][C:28]([CH3:31])([CH3:30])[CH3:29])=[O:26])[C:9]2=[N:10][C:11]([Br:23])=[C:12]([O:14]C(=O)C3C=CC=CC=3)[CH:13]=[C:8]2[CH:7]=1)=[O:5].C(=O)([O-])[O-].[K+].[K+]>>[CH3:1][CH2:2][O:3][C:4]([C:6]1[N:24]([C:25]([O:27][C:28]([CH3:29])([CH3:31])[CH3:30])=[O:26])[C:9]2=[N:10][C:11]([Br:23])=[C:12]([OH:14])[CH:13]=[C:8]2[CH:7]=1)=[O:5] |f:1.2.3|. The reactants are intermediate d, CCOC(=O)C1=CC=2C(=NC(=C(C2)OC(C2=CC=CC=C2)=O)Br)N1C(=O)OC(C)(C)C (5-benzoyloxy-6-bromo-pyrrolo [2,3-b]pyridine-1,2-dicarboxylic acid 1-tert-butyl ester 2-ethyl ester), C([O-])([O-])=O.[K+].[K+] (potassium carbonate). Reported procedure: This compound was prepared in analogy to Example 3, intermediate d) from 5-benzoyloxy-6-bromo-pyrrolo [2,3-b]pyridine-1,2-dicarboxylic acid 1-tert-butyl ester 2-ethyl ester and potassium carbonate. Reactants: N1CCC(C(=O)OCC)CC1 (Ethyl isonipecotate), Cl.ClC1=CC=NC=C1 (4-chloropyridine hydrochloride), CN1CCOCC1 (N-methylmorpholine). Solvent: CN1C(CCC1)=O (N-methylpyrrolidinone). Product: N1=C(C=CC=C1)C1(CCNCC1)C(=O)OCC (ethyl 4-(pyridyl)piperidin-4-yl-carboxylate). RXN SMILES: [NH:1]1[CH2:11][CH2:10][CH:4]([C:5]([O:7][CH2:8][CH3:9])=[O:6])[CH2:3][CH2:2]1.Cl.Cl[C:14]1[CH:19]=[CH:18][N:17]=[CH:16][CH:15]=1.CN1CCOCC1>CN1CCCC1=O>[N:17]1[CH:18]=[CH:19][CH:14]=[CH:15][C:16]=1[C:4]1([C:5]([O:7][CH2:8][CH3:9])=[O:6])[CH2:3][CH2:2][NH:1][CH2:11][CH2:10]1 |f:1.2|. Reported procedure: Ethyl isonipecotate (6.0 g, 38.66 mmol), 4-chloropyridine hydrochloride (5.9 g, 38.66 mmol) and N-methylmorpholine (9.3 mL, 85.0 mmol) were dissolved in N-methylpyrrolidinone (50 μL) and the resulting solution heated at 100° for 48 h. The solution was concentrated in vacuo and the residue dissolved in ethyl acetate (200 mL) and washed with water and brine (2×100 mL), then dried (Na2SO4) and evaporated. The resulting residue was purified by flash chromatography (5%MeOH/CH2 Cl2) to afford ethyl 4-...